This data is from the Open Reaction Database (ORD), a public repository of structured organic reaction records. The task is: describe an organic reaction: reactants, conditions, products, and yield Starting materials: CC(=O)c1cc(CCl)cc(Br)c1O, [C-]#N, CS(C)=O, [Na+], O. Yields the product CC(=O)c1cc(CC#N)cc(Br)c1O. Reaction SMILES: [Br:1][c:2]1[c:3]([OH:13])[c:4]([C:10]([CH3:11])=[O:12])[cH:5][c:6]([CH2:8][Cl:9])[cH:7]1.[C-:14]#[N:15].[CH3:17][S:18]([CH3:19])=[O:20].[Na+:16].[OH2:21]>>[Br:1][c:2]1[c:3]([OH:13])[c:4]([C:10]([CH3:11])=[O:12])[cH:5][c:6]([CH2:8][C:14]#[N:15])[cH:7]1. Reactants: [Br-], CCC(CC)c1cc(C)nn2c(-c3scc(Br)c3C)c(C)nc12, CCOC(C)=O, [Zn+]c1nccs1. Product: CCC(CC)c1cc(C)nn2c(-c3scc(-c4nccs4)c3C)c(C)nc12. As a reaction SMILES: [Br-:24].[Br:1][c:2]1[c:3]([CH3:23])[c:4](-[c:7]2[c:8]([CH3:22])[n:9][c:10]3[n:11]2[n:12][c:13]([CH3:21])[cH:14][c:15]3[CH:16]([CH2:17][CH3:18])[CH2:19][CH3:20])[s:5][cH:6]1.[CH3:31][CH2:32][O:33][C:34]([CH3:35])=[O:36].[s:25]1[c:26]([Zn+:30])[n:27][cH:28][cH:29]1>>[c:2]1(-[c:26]2[s:25][cH:29][cH:28][n:27]2)[c:3]([CH3:23])[c:4](-[c:7]2[c:8]([CH3:22])[n:9][c:10]3[n:11]2[n:12][c:13]([CH3:21])[cH:14][c:15]3[CH:16]([CH2:17][CH3:18])[CH2:19][CH3:20])[s:5][cH:6]1. Reactants: 12.5.g, N (ammonia), ClC=1C(=NC(=C(C1)C(F)(F)F)F)F (3-chloro-2,6-difluoro-5-trifluoromethylpyridine). Solvent: C(C)O (ethanol). Reaction conditions: temperature 55 celsius, time 2 hour. Yields the product NC1=NC(=C(C=C1Cl)C(F)(F)F)F (2-Amino-3-chloro-6-fluoro-5-trifluoromethylpyridine). RXN SMILES: [NH3:1].[Cl:2][C:3]1[C:4](F)=[N:5][C:6]([F:13])=[C:7]([C:9]([F:12])([F:11])[F:10])[CH:8]=1>C(O)C>[NH2:1][C:4]1[C:3]([Cl:2])=[CH:8][C:7]([C:9]([F:12])([F:11])[F:10])=[C:6]([F:13])[N:5]=1. Procedure: 12.5.g (0.74 mol) of gaseous ammonia were passed into a stirred mixture of 40 g (0.184 mol) of 3-chloro-2,6-difluoro-5-trifluoromethylpyridine in 200 ml of ethanol in the course of 45 minutes at 50°-60 C. After the reaction mixture had been stirred for 11/2 hours at 55° C., it was cooled and concentrated. The residue was stirred in water, filtered off with suction and dried, giving 36.7 g (93% of theory) of the title compound of m.p. 101°-103° C. Reactants: C1(CCC1)=O (cyclobutanone), C(C)(C)(C)OC(=O)N1CCC(CC1)C(=O)N1CCNCCC1 (1-(1-tert-Butoxycarbonyl-piperidine-4-carbonyl)-[1,4]-diazepane), C(C)(=O)O[BH-](OC(C)=O)OC(C)=O.[Na+] (Sodium triacetoxyborohydride). Solvent: C(Cl)Cl (DCM). Run at time 5 minute. Product: C1(CCC1)N1CCN(CCC1)C(=O)C1CCN(CC1)C(=O)OC(C)(C)C (1-Cyclobutyl-4-(1-tert-butoxycarbonyl-piperidine-4-carbonyl)-[1,4]-diazepane). Reaction SMILES: [C:1]([O:5][C:6]([N:8]1[CH2:13][CH2:12][CH:11]([C:14]([N:16]2[CH2:22][CH2:21][CH2:20][NH:19][CH2:18][CH2:17]2)=[O:15])[CH2:10][CH2:9]1)=[O:7])([CH3:4])([CH3:3])[CH3:2].[C:23]1(=O)[CH2:26][CH2:25][CH2:24]1.C(O[BH-](OC(=O)C)OC(=O)C)(=O)C.[Na+]>C(Cl)Cl>[CH:23]1([N:19]2[CH2:20][CH2:21][CH2:22][N:16]([C:14]([CH:11]3[CH2:10][CH2:9][N:8]([C:6]([O:5][C:1]([CH3:4])([CH3:2])[CH3:3])=[O:7])[CH2:13][CH2:12]3)=[O:15])[CH2:17][CH2:18]2)[CH2:26][CH2:25][CH2:24]1 |f:2.3|. Reported procedure: 1-(1-tert-Butoxycarbonyl-piperidine-4-carbonyl)-[1,4]-diazepane (2.0 g)(D8, Step 2) was dissolved in DCM (50 ml) and cyclobutanone (0.96 ml) added and the mixture stirred for 5 min. Sodium triacetoxyborohydride (2.7 g) was then added and the reaction stirred at rt for 1.5 h. The reaction mixture was then washed with saturated potassium carbonate solution (50 ml), sodium hydrogen carbonate solution (3×50 ml) and brine (50 ml). The organic layer was dried (MgSO4) and evaporated to give the subtitl... Starting materials: CC#N, COC(=O)c1ccc(Cl)[n+]([O-])c1, O=C(OC(=O)C(F)(F)F)C(F)(F)F. The product is COC(=O)c1ccc(=O)n(O)c1. As a reaction SMILES: [CH3:26][C:27]#[N:28].[Cl:14][c:15]1[n+:16]([O-:25])[cH:17][c:18]([C:21](=[O:22])[O:23][CH3:24])[cH:19][cH:20]1.[F:1][C:2]([F:3])([F:5])[C:6](=[O:4])[O:7][C:8](=[O:9])[C:10]([F:11])([F:12])[F:13]>>[O:4]=[c:15]1[n:16]([OH:25])[cH:17][c:18]([C:21](=[O:22])[O:23][CH3:24])[cH:19][cH:20]1. Starting materials: O=C([O-])[O-], ClC(Cl)Cl, [Cs+], [Cs+], CCI, CN1C(=O)C(c2cccc(Br)c2)(c2c[nH]c(C=O)c2)N=C1N, CN(C)C=O. The product is CCn1cc(C2(c3cccc(Br)c3)N=C(N)N(C)C2=O)cc1C=O. Reaction SMILES: [C:23](=[O:24])([O-:25])[O-:26].[CH:37]([Cl:38])([Cl:39])[Cl:40].[Cs+:27].[Cs+:28].[I:29][CH2:30][CH3:31].[NH2:1][C:2]1=[N:6][C:5]([c:7]2[cH:8][c:9]([Br:13])[cH:10][cH:11][cH:12]2)([c:14]2[cH:15][c:16]([CH:19]=[O:20])[nH:17][cH:18]2)[C:4](=[O:21])[N:3]1[CH3:22].[O:32]=[CH:33][N:34]([CH3:35])[CH3:36]>>[NH2:1][C:2]1=[N:6][C:5]([c:7]2[cH:8][c:9]([Br:13])[cH:10][cH:11][cH:12]2)([c:14]2[cH:15][c:16]([CH:19]=[O:20])[n:17]([CH2:30][CH3:31])[cH:18]2)[C:4](=[O:21])[N:3]1[CH3:22]. Product: CCC1C(=O)N(CC)CCc2c1ccc(Nc1ncc(Cl)c(Nc3ccccc3C(=O)NC)n1)c2OC. The reactants are CNC(=O)c1ccccc1Nc1nc(Cl)ncc1Cl, CCC1C(=O)N(CC)CCc2c1ccc(N)c2OC. RXN SMILES: [Cl:20][c:21]1[n:22][cH:23][c:24]([Cl:38])[c:25]([NH:27][c:28]2[c:29]([C:30](=[O:31])[NH:32][CH3:33])[cH:34][cH:35][cH:36][cH:37]2)[n:26]1.[NH2:1][c:2]1[c:3]([O:18][CH3:19])[c:4]2[c:5]([cH:16][cH:17]1)[CH:6]([CH2:14][CH3:15])[C:7](=[O:13])[N:8]([CH2:11][CH3:12])[CH2:9][CH2:10]2>>[NH:1]([c:2]1[c:3]([O:18][CH3:19])[c:4]2[c:5]([cH:16][cH:17]1)[CH:6]([CH2:14][CH3:15])[C:7](=[O:13])[N:8]([CH2:11][CH3:12])[CH2:9][CH2:10]2)[c:21]1[n:22][cH:23][c:24]([Cl:38])[c:25]([NH:27][c:28]2[c:29]([C:30](=[O:31])[NH:32][CH3:33])[cH:34][cH:35][cH:36][cH:37]2)[n:26]1.